Dataset: the Open Reaction Database (ORD), a public repository of structured organic reaction records. Task: describe an organic reaction: reactants, conditions, products, and yield The reactants are O(C1=CC=CC=C1)C=1C=C(C=CC1)CCCC(C)(C)C1=CC=C(C=C1)OC (1-(3-Phenoxyphenyl)-4-(4-methoxyphenyl)-4-methylpentane), ( 1 ), O(C1=CC=CC=C1)C=1C=C(C=CC1F)CC=CC(C)(C)C1=CC=C(C=C1)OC (1-(3-phenoxy-4-fluorophenyl)-4-(4-methoxyphenyl)-4-methyl-2-pentene), O(C1=CC=CC=C1)C=1C=C(C=CC1F)C=CCC(C)(C)C1=CC=C(C=C1)OC (1-(3-phenoxy-4-fluorophenyl)-4-(4-methoxyphenyl)-4-methyl-1-pentene). Product: O(C1=CC=CC=C1)C=1C=C(C=CC1F)CCCC(C)(C)C1=CC=C(C=C1)OC (1-(3-phenoxy-4-fluorophenyl)-4-(4-methoxyphenyl)-4-methylpentane). Reaction SMILES: O(C1C=C(CCCC(C2C=CC(OC)=CC=2)(C)C)C=CC=1)C1C=CC=CC=1.[O:28]([C:35]1[CH:36]=[C:37]([CH2:42][CH:43]=[CH:44][C:45]([C:48]2[CH:53]=[CH:52][C:51]([O:54][CH3:55])=[CH:50][CH:49]=2)([CH3:47])[CH3:46])[CH:38]=[CH:39][C:40]=1[F:41])[C:29]1[CH:34]=[CH:33][CH:32]=[CH:31][CH:30]=1.O(C1C=C(C=CCC(C2C=CC(OC)=CC=2)(C)C)C=CC=1F)C1C=CC=CC=1>>[O:28]([C:35]1[CH:36]=[C:37]([CH2:42][CH2:43][CH2:44][C:45]([C:48]2[CH:53]=[CH:52][C:51]([O:54][CH3:55])=[CH:50][CH:49]=2)([CH3:46])[CH3:47])[CH:38]=[CH:39][C:40]=1[F:41])[C:29]1[CH:34]=[CH:33][CH:32]=[CH:31][CH:30]=1. Reported procedure: In the same manner as described in (2) of Synthesis Example 1, the mixture of 1-(3-phenoxy-4-fluorophenyl)-4-(4-methoxyphenyl)-4-methyl-2-pentene and 1-(3-phenoxy-4-fluorophenyl)-4-(4-methoxyphenyl)-4-methyl-1-pentene obtained according to the above (1) was treated to give quantitatively 1-(3-phenoxy-4-fluorophenyl)-4-(4-methoxyphenyl)-4-methylpentane. Reactants: CCOC(=O)CC(=O)OCC, ClC(Cl)(Cl)Cl, CCO, O=C(Cl)c1cc(F)c(Cl)cc1Cl, [Mg], O=S(=O)(O)O. Yields the product CCOC(=O)C(C(=O)OCC)C(=O)c1cc(F)c(Cl)cc1Cl. Reaction SMILES: [C:2]([CH2:3][C:4](=[O:5])[O:6][CH2:7][CH3:8])(=[O:9])[O:10][CH2:11][CH3:12].[C:33]([Cl:34])([Cl:35])([Cl:36])[Cl:37].[CH3:30][CH2:31][OH:32].[Cl:13][c:14]1[c:15]([C:16](=[O:17])[Cl:18])[cH:19][c:20]([F:24])[c:21]([Cl:23])[cH:22]1.[Mg:1].[S:25](=[O:26])(=[O:27])([OH:28])[OH:29]>>[C:2]([CH:3]([C:4](=[O:5])[O:6][CH2:7][CH3:8])[C:16]([c:15]1[c:14]([Cl:13])[cH:22][c:21]([Cl:23])[c:20]([F:24])[cH:19]1)=[O:17])(=[O:9])[O:10][CH2:11][CH3:12].